Dataset: the Open Reaction Database (ORD), a public repository of structured organic reaction records. Task: describe an organic reaction: reactants, conditions, products, and yield Reactants: COc1cc2c(Sc3ncc([N+](=O)[O-])s3)ccnc2cc1OCc1ccccc1, O=C(O)C(F)(F)F, CSc1ccccc1. Product: COc1cc2c(Sc3ncc([N+](=O)[O-])s3)ccnc2cc1O. Reaction SMILES: [CH2:1]([c:2]1[cH:3][cH:4][cH:5][cH:6][cH:7]1)[O:8][c:9]1[c:10]([O:28][CH3:29])[cH:11][c:12]2[c:13]([S:19][c:20]3[s:21][c:22]([N+:25](=[O:26])[O-:27])[cH:23][n:24]3)[cH:14][cH:15][n:16][c:17]2[cH:18]1.[OH:38][C:39]([C:40]([F:41])([F:42])[F:43])=[O:44].[c:30]1([S:31][CH3:32])[cH:33][cH:34][cH:35][cH:36][cH:37]1>>[OH:8][c:9]1[c:10]([O:28][CH3:29])[cH:11][c:12]2[c:13]([S:19][c:20]3[s:21][c:22]([N+:25](=[O:26])[O-:27])[cH:23][n:24]3)[cH:14][cH:15][n:16][c:17]2[cH:18]1.